This data is from the Open Reaction Database (ORD), a public repository of structured organic reaction records. The task is: describe an organic reaction: reactants, conditions, products, and yield Reactants: O1CCN(CC1)C1=CC=C(C=C1)C1=CC=2N(C(=N1)O)C=CN2 (7-(4-morpholinophenyl)imidazo[1,2-c]pyrimidin-5-ol), O=P(Cl)(Cl)Cl (POCl3). The solvent is ClCCl (dichloromethane). Reaction conditions: temperature 100 celsius, time 8 hour. Yields the product ClC1=NC(=CC=2N1C=CN2)C2=CC=C(C=C2)N2CCOCC2 (4-(4-(5-chloroimidazo[1,2-c]pyrimidin-7-yl)phenyl)morpholine). The yield is 7.5%. Reaction SMILES: [O:1]1[CH2:6][CH2:5][N:4]([C:7]2[CH:12]=[CH:11][C:10]([C:13]3[N:18]=[C:17](O)[N:16]4[CH:20]=[CH:21][N:22]=[C:15]4[CH:14]=3)=[CH:9][CH:8]=2)[CH2:3][CH2:2]1.O=P(Cl)(Cl)[Cl:25]>ClCCl>[Cl:25][C:17]1[N:16]2[CH:20]=[CH:21][N:22]=[C:15]2[CH:14]=[C:13]([C:10]2[CH:11]=[CH:12][C:7]([N:4]3[CH2:5][CH2:6][O:1][CH2:2][CH2:3]3)=[CH:8][CH:9]=2)[N:18]=1. Procedure: A suspension of 7-(4-morpholinophenyl)imidazo[1,2-c]pyrimidin-5-ol (0.500 g, 1.69 mmol) in POCl3 (1.54 mL, 16.9 mmol) was heated to 100° C. and allowed to proceed overnight. The reaction was transferred to a flask with dichloromethane and the organics were concentrated under reduced pressure. To the crude material was added water and the mixture was stirred for 20 minutes at ambient temperature before it was neutralized with 1N NaOH to a pH of 7. The solids were collected by vacuum filtration an... Starting materials: CNOC, CN1CCOCC1, CCN=C=NCCCN(C)C, CN(C)c1ccncc1, O=C(O)c1ccnc(Cl)c1, ClCCl, Cl, Cl, Cl. Product: CON(C)C(=O)c1ccnc(Cl)c1. As a reaction SMILES: [CH3:11][NH:12][O:13][CH3:14].[CH3:16][N:17]1[CH2:18][CH2:19][O:20][CH2:21][CH2:22]1.[CH3:23][CH2:24][N:25]=[C:26]=[N:27][CH2:28][CH2:29][CH2:30][N:31]([CH3:32])[CH3:33].[CH3:36][N:37]([c:38]1[cH:39][cH:40][n:41][cH:42][cH:43]1)[CH3:44].[Cl:1][c:2]1[cH:3][c:4]([C:5](=[O:6])[OH:7])[cH:8][cH:9][n:10]1.[Cl:45][CH2:46][Cl:47].[ClH:15].[ClH:34].[ClH:35]>>[Cl:1][c:2]1[cH:3][c:4]([C:5](=[O:6])[N:12]([CH3:11])[O:13][CH3:14])[cH:8][cH:9][n:10]1. The reactants are N1CCOCC1 (Morpholine), C(C)(C)(C)OC(NCC1=CC(=CC=C1)CCl)=O ((3-chloromethyl-benzyl)-carbamic acid tert-butyl ester), C(C)(C)(C)OC(NCC1=CC(=CC=C1)CCl)=O ((3-chloromethyl-benzyl)-carbamic acid tert-butyl ester). Solvent: C1CCOC1 (THF). The product is C(C)(C)(C)OC(=O)NCC1=CC(=CC=C1)CN1CCOCC1 (N-tert-butyloxycarbonyl-3-(4-morpholinylmethyl)benzylamine). As a reaction SMILES: [NH:1]1[CH2:6][CH2:5][O:4][CH2:3][CH2:2]1.[C:7]([O:11][C:12](=[O:23])[NH:13][CH2:14][C:15]1[CH:20]=[CH:19][CH:18]=[C:17]([CH2:21]Cl)[CH:16]=1)([CH3:10])([CH3:9])[CH3:8]>C1COCC1>[C:7]([O:11][C:12]([NH:13][CH2:14][C:15]1[CH:20]=[CH:19][CH:18]=[C:17]([CH2:21][N:1]2[CH2:6][CH2:5][O:4][CH2:3][CH2:2]2)[CH:16]=1)=[O:23])([CH3:10])([CH3:9])[CH3:8]. Procedure details: Morpholine (2.3 ml) was added to a solution of (3-chloromethyl-benzyl)-carbamic acid tert-butyl ester (Intermediate 5, 1.7 g) in THF (20 ml) and the mixture heated at reflux under nitrogen for 6 hours. Concentration of the reaction under vacuum gave N-tert-butyloxycarbonyl-3-(4-morpholinylmethyl)benzylamine (1.94 g). Starting materials: CCCCCC (hexane), [N+](=O)([O-])C1=CC=C(C=C1)C(C(O)(O)C(\C=C\C1=CC=C(C=C1)OC(C1=CC=C(C=C1)OCCCC(F)(F)F)=O)=O)CC(\C=C\C1=CC=C(C=C1)OC(C1=CC=C(C=C1)OCCCC(F)(F)F)=O)=O (2-(4-nitrophenyl)-1,3di[(2E)-3-{4-[(4-(4,4,4-trifluorobutoxy)benzoyl)oxy]phenyl}prop-2-enoyl]propanediol), CN(C=O)C (N,N-dimethylformamide), ferric chloride hexahydrate. Reagents/catalysts: [Zn] (Zinc). The solvent is O (water). The product is NC1=C(C=CC(=C1)N)C(C(O)(O)C(\C=C\C1=CC=C(C=C1)OC(C1=CC=C(C=C1)OCCCC(F)(F)F)=O)=O)CC(\C=C\C1=CC=C(C=C1)OC(C1=CC=C(C=C1)OCCCC(F)(F)F)=O)=O (2-(2,4-Diaminophenyl)-1,3di[(2E)-3-{4-[(4-(4,4,4-trifluorobutoxy)benzoyl)oxy]phenyl}prop-2-enoyl]propanediol). RXN SMILES: [N+:1]([C:4]1[CH:9]=[CH:8][C:7]([CH:10]([CH2:41][C:42](=[O:68])/[CH:43]=[CH:44]/[C:45]2[CH:50]=[CH:49][C:48]([O:51][C:52](=[O:67])[C:53]3[CH:58]=[CH:57][C:56]([O:59][CH2:60][CH2:61][CH2:62][C:63]([F:66])([F:65])[F:64])=[CH:55][CH:54]=3)=[CH:47][CH:46]=2)[C:11]([C:14](=[O:40])/[CH:15]=[CH:16]/[C:17]2[CH:22]=[CH:21][C:20]([O:23][C:24](=[O:39])[C:25]3[CH:30]=[CH:29][C:28]([O:31][CH2:32][CH2:33][CH2:34][C:35]([F:38])([F:37])[F:36])=[CH:27][CH:26]=3)=[CH:19][CH:18]=2)([OH:13])[OH:12])=[CH:6][CH:5]=1)([O-])=O.CCCCCC.C[N:76](C)C=O>O.[Zn]>[NH2:76][C:8]1[CH:9]=[C:4]([NH2:1])[CH:5]=[CH:6][C:7]=1[CH:10]([CH2:41][C:42](=[O:68])/[CH:43]=[CH:44]/[C:45]1[CH:50]=[CH:49][C:48]([O:51][C:52](=[O:67])[C:53]2[CH:58]=[CH:57][C:56]([O:59][CH2:60][CH2:61][CH2:62][C:63]([F:66])([F:65])[F:64])=[CH:55][CH:54]=2)=[CH:47][CH:46]=1)[C:11]([C:14](=[O:40])/[CH:15]=[CH:16]/[C:17]1[CH:22]=[CH:21][C:20]([O:23][C:24](=[O:39])[C:25]2[CH:30]=[CH:29][C:28]([O:31][CH2:32][CH2:33][CH2:34][C:35]([F:38])([F:37])[F:36])=[CH:27][CH:26]=2)=[CH:19][CH:18]=1)([OH:13])[OH:12]. Procedure: 7.60 g (7.64 mmol) of 2-(4-nitrophenyl)-1,3di[(2E)-3-{4-[(4-(4,4,4-trifluorobutoxy)benzoyl)oxy]phenyl}prop-2-enoyl]propanediol are dissolved in a mixture of 45 ml of N,N-dimethylformamide and 5 ml water. 12.39 g (45.84 mmol) ferric chloride hexahydrate are added. 4.99 g (76.4 mmol) Zinc powder are added portionwise within 40 min. The mixture is allowed to react for 2 hours. The reaction mixture is then partitioned between ethyl acetate and water and filtered. The organic phase is washed repeated... Reactants: ClC1=C(C(=O)O)C=CC=C1[N+](=O)[O-] (2-chloro-3-nitrobenzoic acid). Run in O (water), C1CCOC1 (THF), O (water). Reaction conditions: time 8 hour. Product: ClC1=C(C=CC=C1[N+](=O)[O-])CO ((2-Chloro-3-nitrophenyl)methanol). RXN SMILES: [Cl:1][C:2]1[C:10]([N+:11]([O-:13])=[O:12])=[CH:9][CH:8]=[CH:7][C:3]=1[C:4](O)=[O:5]>C1COCC1.O>[Cl:1][C:2]1[C:10]([N+:11]([O-:13])=[O:12])=[CH:9][CH:8]=[CH:7][C:3]=1[CH2:4][OH:5]. Procedure: 10.0 g (49.61 mmol) of 2-chloro-3-nitrobenzoic acid are initially charged in 50 ml of THF. With ice cooling, 104 ml of 1M borane/THF complex are added, and the mixture is stirred at RT overnight. At 0° C., the mixture is carefully hydrolyzed using water. After the evolution of gas has ceased, the mixture is diluted with 500 ml of water and the aqueous phase is extracted three times with in total 500 ml of ethyl acetate. The organic phase is washed with saturated sodium chloride solution and drie...